From a dataset of the Open Reaction Database (ORD), a public repository of structured organic reaction records. describe an organic reaction: reactants, conditions, products, and yield Solvent: C(Cl)Cl (methylene chloride). Procedure: 4-[3-(4-tert-butylaminocarbonylphenyl)-3-hydroxy-3-phenylpropyl]-1H-imidazole (2,5 g, 6,6 mmol) is dissolved in methylene chloride (50 ml) and thionyl chloride (3,2 g, 26,9 mmol) is added to the solution. The mixture is refluxed for two hours. The solvents are evaporated. 2M sodium hydroxide is added to the residue and the product is extracted into ethyl acetate and dried. The product is convened to its HCl salt with dry hydrogen chloride gas and the solvent is evaporated. Yield 2,14 g, 91%. The reactants are C(C)(C)(C)NC(=O)C1=CC=C(C=C1)C(CCC=1N=CNC1)(C1=CC=CC=C1)O (4-[3-(4-tert-butylaminocarbonylphenyl)-3-hydroxy-3-phenylpropyl]-1H-imidazole), S(=O)(Cl)Cl (thionyl chloride). RXN SMILES: [C:1]([NH:5][C:6]([C:8]1[CH:13]=[CH:12][C:11]([C:14](O)([C:22]2[CH:27]=[CH:26][CH:25]=[CH:24][CH:23]=2)[CH2:15][CH2:16][C:17]2[N:18]=[CH:19][NH:20][CH:21]=2)=[CH:10][CH:9]=1)=[O:7])([CH3:4])([CH3:3])[CH3:2].S(Cl)(Cl)=O>C(Cl)Cl>[C:1]([NH:5][C:6]([C:8]1[CH:13]=[CH:12][C:11]([C:14]([C:22]2[CH:27]=[CH:26][CH:25]=[CH:24][CH:23]=2)=[CH:15][CH2:16][C:17]2[N:18]=[CH:19][NH:20][CH:21]=2)=[CH:10][CH:9]=1)=[O:7])([CH3:4])([CH3:2])[CH3:3]. Yields the product C(C)(C)(C)NC(=O)C1=CC=C(C=C1)C(=CCC=1N=CNC1)C1=CC=CC=C1 (4-[3-(4-tert-butylaminocarbonylphenyl)-3-phenyl-2-propenyl]-1H-imidazole).